This data is from the Open Reaction Database (ORD), a public repository of structured organic reaction records. The task is: describe an organic reaction: reactants, conditions, products, and yield Starting materials: C(C)(=O)OCC (Ethyl acetate), BrCCOC1OCCCC1 (2-(2-bromoethoxy)tetrahydropyran), ON1C(C=2C(C1=O)=CC=CC2)=O (N-hydroxyphthalimide), C([O-])([O-])=O.[K+].[K+] (potassium carbonate). Solvent: O (water), CN(C=O)C (dimethylformamide). Reaction conditions: temperature 80 celsius, time 2.5 hour. Yields the product O1C(CCCC1)OCCON1C(C=2C(C1=O)=CC=CC2)=O (N-[2-(Tetrahydropyran-2-yloxy)ethoxy]phthalimide). Isolated yield 69.0%. RXN SMILES: Br[CH2:2][CH2:3][O:4][CH:5]1[CH2:10][CH2:9][CH2:8][CH2:7][O:6]1.[OH:11][N:12]1[C:16](=[O:17])[C:15]2=[CH:18][CH:19]=[CH:20][CH:21]=[C:14]2[C:13]1=[O:22].C(=O)([O-])[O-].[K+].[K+].C(OCC)(=O)C>CN(C)C=O.O>[O:6]1[CH2:7][CH2:8][CH2:9][CH2:10][CH:5]1[O:4][CH2:3][CH2:2][O:11][N:12]1[C:13](=[O:22])[C:14]2=[CH:21][CH:20]=[CH:19][CH:18]=[C:15]2[C:16]1=[O:17] |f:2.3.4|. Procedure: A suspension of 10.8 g of 2-(2-bromoethoxy)tetrahydropyran, 7.0 g of N-hydroxyphthalimide and 11.1 g of potassium carbonate in 100 ml of dimethylformamide was stirred at 80° C. for 2.5 hours. Ethyl acetate and water were then added to the reaction mixture to make a solution. The ethyl acetate layer was then separated and dried over anhydrous magnesium sulfate. The solvent was then removed by distillation under reduced pressure, after which the resulting residue was purified by column chromatogra... The reactants are 1.4, BrC=1C(=CC(=C(C(=O)O)C1)OCC1=CC=CC=C1)OCC1=CC=CC=C1 (5-bromo-2,4-dibenzyloxybenzoic acid), S(=O)(Cl)Cl (thionyl chloride). Reagents/catalysts: CN(C)C=O (DMF). The product is BrC=1C(=CC(=C(C(=O)Cl)C1)OCC1=CC=CC=C1)OCC1=CC=CC=C1 (5-bromo-2,4-dibenzyloxybenzoyl chloride). Reaction SMILES: [Br:1][C:2]1[C:3]([O:19][CH2:20][C:21]2[CH:26]=[CH:25][CH:24]=[CH:23][CH:22]=2)=[CH:4][C:5]([O:11][CH2:12][C:13]2[CH:18]=[CH:17][CH:16]=[CH:15][CH:14]=2)=[C:6]([CH:10]=1)[C:7](O)=[O:8].S(Cl)([Cl:29])=O>CN(C=O)C>[Br:1][C:2]1[C:3]([O:19][CH2:20][C:21]2[CH:26]=[CH:25][CH:24]=[CH:23][CH:22]=2)=[CH:4][C:5]([O:11][CH2:12][C:13]2[CH:18]=[CH:17][CH:16]=[CH:15][CH:14]=2)=[C:6]([CH:10]=1)[C:7]([Cl:29])=[O:8]. Reported procedure: 1.4 9 g of 5-bromo-2,4-dibenzyloxybenzoic acid, 40 ml of thionyl chloride and 1 drop of DMF are stirred at room temperature for 4 hours. The thionyl chloride is removed, and the residue is treated twice with dichloromethane, giving 9.4 g of 5-bromo-2,4-dibenzyloxybenzoyl chloride, which is processed further directly.